Dataset: the Open Reaction Database (ORD), a public repository of structured organic reaction records. Task: describe an organic reaction: reactants, conditions, products, and yield The reactants are C1(CC1)N1C=C(C(C2=CC(=C(C(=C12)F)F)F)=O)C(=O)O (1-cyclopropyl-6,7,8-trifluoro-1,4-dihydro-4-oxo-3-quinolinecarboxylic acid), NCC1CNCC1C (3-aminomethyl-4-methylpyrrolidine), C1CCC2=NCCCN2CC1 (DBU). The yield is 56.3%. As a reaction SMILES: [CH:1]1([N:4]2[C:13]3[C:8](=[CH:9][C:10]([F:16])=[C:11](F)[C:12]=3[F:14])[C:7](=[O:17])[C:6]([C:18]([OH:20])=[O:19])=[CH:5]2)[CH2:3][CH2:2]1.[NH2:21][CH2:22][CH:23]1[CH:27]([CH3:28])[CH2:26][NH:25][CH2:24]1.C1CCN2C(=NCCC2)CC1>C(#N)C>[NH2:21][CH2:22][CH:23]1[CH:27]([CH3:28])[CH2:26][N:25]([C:11]2[C:12]([F:14])=[C:13]3[C:8]([C:7](=[O:17])[C:6]([C:18]([OH:20])=[O:19])=[CH:5][N:4]3[CH:1]3[CH2:2][CH2:3]3)=[CH:9][C:10]=2[F:16])[CH2:24]1. Run at time 2 hour. Yields the product NCC1CN(CC1C)C1=C(C=C2C(C(=CN(C2=C1F)C1CC1)C(=O)O)=O)F (7-(3-Aminomethyl-4-methyl-1-pyrrolidinyl)-1-cyclopropyl-6,8-difluoro-1,4-dihydro-4-oxo-3-quinolinecarboxylic acid). Procedure: A mixture of 1-cyclopropyl-6,7,8-trifluoro-1,4-dihydro-4-oxo-3-quinolinecarboxylic acid (0.6 g), anhydrous acetonitrile (5 ml), 3-aminomethyl-4-methylpyrrolidine (0.29 g) and DBU (0.33 g) was refluxed for an hour and then stirred at room temperature for 2 hours and allowed to stand overnight. The resulting precipitate was collected by filtration and recrystallized from chloroform-methanol-concentrated aqueous ammonia (10:10:1) to give the title compound (0.45 g) as colorless prisms, mp 249°-252.... Solvent: C(C)#N (acetonitrile).